This data is from the Open Reaction Database (ORD), a public repository of structured organic reaction records. The task is: describe an organic reaction: reactants, conditions, products, and yield As a reaction SMILES: [C:1]([CH3:2])([CH3:3])([CH3:4])[N:5]1[CH2:6][CH:7]([CH:11]=[O:12])[O:8][CH2:9][CH2:10]1.[C:30]([O:31][BH-:32]([O:33][C:34](=[O:35])[CH3:36])[O:37][C:38](=[O:39])[CH3:40])(=[O:41])[CH3:42].[Cl:13][c:14]1[cH:15][c:16]([NH:21][C:22](=[O:23])[N:24]2[CH2:25][CH2:26][NH:27][CH2:28][CH2:29]2)[cH:17][cH:18][c:19]1[Cl:20].[Cl:44][CH2:45][Cl:46].[Na+:43]>>[C:1]([CH3:2])([CH3:3])([CH3:4])[N:5]1[CH2:6][CH:7]([CH2:11][N:27]2[CH2:26][CH2:25][N:24]([C:22]([NH:21][c:16]3[cH:15][c:14]([Cl:13])[c:19]([Cl:20])[cH:18][cH:17]3)=[O:23])[CH2:29][CH2:28]2)[O:8][CH2:9][CH2:10]1. Reactants: CC(C)(C)N1CCOC(C=O)C1, CC(=O)O[BH-](OC(C)=O)OC(C)=O, O=C(Nc1ccc(Cl)c(Cl)c1)N1CCNCC1, ClCCl, [Na+]. Yields the product CC(C)(C)N1CCOC(CN2CCN(C(=O)Nc3ccc(Cl)c(Cl)c3)CC2)C1.